Dataset: the Open Reaction Database (ORD), a public repository of structured organic reaction records. Task: describe an organic reaction: reactants, conditions, products, and yield As a reaction SMILES: [OH:1][CH:2]([CH2:26][CH2:27][CH2:28][OH:29])/[CH:3]=[CH:4]\[CH:5]=[C:6]1[C:10](=[O:11])[C:9]([S:12][CH3:13])=[CH:8][C:7]1([OH:25])[CH2:14][CH2:15][CH2:16][CH2:17][O:18][C:19]1[CH:24]=[CH:23][CH:22]=[CH:21][CH:20]=1.[C:30](O)(=O)C.C(=O)([O-])O.[Na+]>CO>[OH:1][CH:2]([CH2:26][CH2:27][CH2:28][OH:29])/[CH:3]=[CH:4]\[CH:5]=[C:6]1[C:10](=[O:11])[C:9]([S:12][CH3:13])=[CH:8][C:7]1([O:25][CH3:30])[CH2:14][CH2:15][CH2:16][CH2:17][O:18][C:19]1[CH:24]=[CH:23][CH:22]=[CH:21][CH:20]=1 |f:2.3|. Isolated yield 95.0%. The solvent is CO (methanol). Procedure details: To a solution of 2 mg of 5-[(Z)-4,7-dihydroxy-2-heptenylidene]-2-methylthio-4-hydroxy-4-(4-phenoxybutyl)-2-cyclopentenone obtained in Example 85 dissolved in 1 ml of methanol was added 0.5 μl of acetic acid, and the mixture was stirred for 24 hours. Saturated aqueous sodium hydrogencarbonate was added, and the mixture was extracted with ethyl acetate. The extract was dried over anhydrous magnesium sulfate, filtered and concentrated, followed by silica gel chromatography to give 1.9 mg (yield 95%... Product: OC(\C=C/C=C1C(C=C(C1=O)SC)(CCCCOC1=CC=CC=C1)OC)CCCO (5-[(Z)-4,7-dihydroxy-2-heptenylidene]-2-methylthio-4-methoxy-4-(4-phenoxybutyl)-2-cyclopentenone). The reactants are C(C)(=O)O (acetic acid), OC(\C=C/C=C1C(C=C(C1=O)SC)(CCCCOC1=CC=CC=C1)O)CCCO (5-[(Z)-4,7-dihydroxy-2-heptenylidene]-2-methylthio-4-hydroxy-4-(4-phenoxybutyl)-2-cyclopentenone), C(O)([O-])=O.[Na+] (sodium hydrogencarbonate). Reaction conditions: time 24 hour. Starting materials: C1CCOC1, [Li]CCCC, COP(C)(=O)OC, CC(C)(C)OC(=O)NCCCCCC(=O)ON1C(=O)CCC1=O. Product: COP(=O)(CC(=O)CCCCCNC(=O)OC(C)(C)C)OC. Reaction SMILES: [CH2:36]1[O:37][CH2:38][CH2:39][CH2:40]1.[CH2:8]([Li:9])[CH2:10][CH2:11][CH3:12].[CH3:1][P:2]([O:3][CH3:4])([O:5][CH3:6])=[O:7].[O:13]=[C:14]1[CH2:15][CH2:16][C:17](=[O:18])[N:19]1[O:20][C:21]([CH2:22][CH2:23][CH2:24][CH2:25][CH2:26][NH:27][C:28](=[O:29])[O:30][C:31]([CH3:32])([CH3:33])[CH3:34])=[O:35]>>[CH2:1]([P:2]([O:3][CH3:4])([O:5][CH3:6])=[O:7])[C:21](=[O:20])[CH2:22][CH2:23][CH2:24][CH2:25][CH2:26][NH:27][C:28](=[O:29])[O:30][C:31]([CH3:32])([CH3:33])[CH3:34]. The reactants are CS(=O)(=O)OCCCc1ccccc1F, CC#N, [F-], [K+], O=c1cc(-c2ccncc2)nc2n1CC(O)CN2. Yields the product O=c1cc(-c2ccncc2)nc2n1CC(O)CN2CCCc1ccccc1F. Reaction SMILES: [CH3:19][S:20]([O:21][CH2:24][CH2:25][CH2:26][c:27]1[c:28]([F:33])[cH:29][cH:30][cH:31][cH:32]1)(=[O:22])=[O:23].[CH3:36][C:37]#[N:38].[F-:34].[K+:35].[OH:1][CH:2]1[CH2:3][NH:4][c:5]2[n:6]([c:7](=[O:17])[cH:8][c:9](-[c:11]3[cH:12][cH:13][n:14][cH:15][cH:16]3)[n:10]2)[CH2:18]1>>[OH:1][CH:2]1[CH2:3][N:4]([CH2:24][CH2:25][CH2:26][c:27]2[c:28]([F:33])[cH:29][cH:30][cH:31][cH:32]2)[c:5]2[n:6]([c:7](=[O:17])[cH:8][c:9](-[c:11]3[cH:12][cH:13][n:14][cH:15][cH:16]3)[n:10]2)[CH2:18]1.